Dataset: the Open Reaction Database (ORD), a public repository of structured organic reaction records. Task: describe an organic reaction: reactants, conditions, products, and yield Reactants: C1(=CC=CC=C1)N(C(=O)OC(C1=CC(=C(C=C1)CN1C=CC2=CC=C(C=C12)NC(C(CCCC)CC)=O)OC)=O)C1=CC=CC=C1 (4-[6-(2-ethylhexanamido)indole-1-yl-methyl]-3-methoxybenzoic N,N-diphenylcarbamic anhydride), C1(CCCC1)OC(=O)NC=1C=C2C(=NN(C2=CC1)C)CC1=C(C=C(C(=O)OC)C=C1)OC (methyl 4-[5-(cyclopentyloxycarbonyl)amino-1-methylindazol-3-ylmethyl]-3-methoxybenzoate). Product: C1(CCCC1)OC(=O)NC=1C=C2C(=NN(C2=CC1)C)CC1=C(C=C(C(=O)O)C=C1)OC (4-[5-(cyclopentyloxycarbonyl)amino-1-methylindazol-3-ylmethyl]-3-methoxybenzoic acid), solid. Isolated yield 95.0%. RXN SMILES: C1(N(C2C=CC=CC=2)C(OC(=O)C2C=CC(CN3C4C(=CC=C(NC(=O)C(CC)CCCC)C=4)C=C3)=C(OC)C=2)=O)C=CC=CC=1.[CH:47]1([O:52][C:53]([NH:55][C:56]2[CH:57]=[C:58]3[C:62](=[CH:63][CH:64]=2)[N:61]([CH3:65])[N:60]=[C:59]3[CH2:66][C:67]2[CH:76]=[CH:75][C:70]([C:71]([O:73]C)=[O:72])=[CH:69][C:68]=2[O:77][CH3:78])=[O:54])[CH2:51][CH2:50][CH2:49][CH2:48]1>>[CH:47]1([O:52][C:53]([NH:55][C:56]2[CH:57]=[C:58]3[C:62](=[CH:63][CH:64]=2)[N:61]([CH3:65])[N:60]=[C:59]3[CH2:66][C:67]2[CH:76]=[CH:75][C:70]([C:71]([OH:73])=[O:72])=[CH:69][C:68]=2[O:77][CH3:78])=[O:54])[CH2:48][CH2:49][CH2:50][CH2:51]1. Procedure: Using a similar procedure to that described in part (d) of Example 1, except starting from the ester (Y) instead of the ester (C), 4-[5-(cyclopentyloxycarbonyl)amino-1-methylindazol-3-ylmethyl]-3-methoxybenzoic acid (U) was obtained as a white solid (95%); mp 216°-217° C. The reactants are C(CCCCC)C1=CSC=C1 (3-n-hexylthiophene), O (water), CCCCCC (hexane), BrN1C(CCC1=O)=O (N-bromosuccinimide). The solvent is CN(C=O)C (dimethylformamide). Reaction conditions: time 4 hour. Yields the product BrC=1SC=CC1CCCCCC (2-bromo-3-n-hexylthiophene). Yield: 86.4%. Reaction SMILES: [CH2:1]([C:7]1[CH:11]=[CH:10][S:9][CH:8]=1)[CH2:2][CH2:3][CH2:4][CH2:5][CH3:6].[Br:12]N1C(=O)CCC1=O.O.CCCCCC>CN(C)C=O>[Br:12][C:8]1[S:9][CH:10]=[CH:11][C:7]=1[CH2:1][CH2:2][CH2:3][CH2:4][CH2:5][CH3:6]. Reported procedure: 60 g of 3-n-hexylthiophene was dissolved in 400 ml of dimethylformamide, and to this, 50 g of N-bromosuccinimide was added. The resulting solution was stirred at room temperature for 4 hours under a nitrogen atmosphere. 200 ml of water and 200 ml of hexane were added to the resulting solution to separate the organic layer. The organic layer was washed with 200 ml of water and dried over magnesium sulfate, and then the solvent was distilled off under reduced pressure with a rotary evaporator to o... Reactants: FC1=CC=C2C(C(C3=C(OC4(CCNCC4)CS3)C2=C1)=O)=O (9-fluorospiro[naphtho[1,2-b][1,4]oxathiine-2,4′-piperidine]-5,6-dione), C(C1=CC=CC=C1)[C@@H]1OC1 ((2S)-2-benzyloxirane). Yields the product FC1=CC=C2C(C(C3=C(OC4(CCN(CC4)C[C@H](CC4=CC=CC=C4)O)CS3)C2=C1)=O)=O (9-fluoro-1′-[(2S)-2-hydroxy-3-phenylpropyl]spiro[naphtho[1,2-b][1,4]oxathiine-2,4′-piperidine]-5,6-dione). As a reaction SMILES: [F:1][C:2]1[CH:20]=[C:19]2[C:5]([C:6](=[O:22])[C:7](=[O:21])[C:8]3[S:18][CH2:17][C:11]4([CH2:16][CH2:15][NH:14][CH2:13][CH2:12]4)[O:10][C:9]=32)=[CH:4][CH:3]=1.[CH2:23]([C@H:30]1[CH2:32][O:31]1)[C:24]1[CH:29]=[CH:28][CH:27]=[CH:26][CH:25]=1>>[F:1][C:2]1[CH:20]=[C:19]2[C:5]([C:6](=[O:22])[C:7](=[O:21])[C:8]3[S:18][CH2:17][C:11]4([CH2:16][CH2:15][N:14]([CH2:32][C@@H:30]([OH:31])[CH2:23][C:24]5[CH:29]=[CH:28][CH:27]=[CH:26][CH:25]=5)[CH2:13][CH2:12]4)[O:10][C:9]=32)=[CH:4][CH:3]=1. Reported procedure: Compound 220 was synthesized using 9-fluorospiro[naphtho[1,2-b][1,4]oxathiine-2,4′-piperidine]-5,6-dione, (2S)-2-benzyloxirane and conditions outlined in procedure Y. M.p.=77-79° C.; 400 MHz 1H NMR (CDCl3) δ: 8.08 (dd, J=8.6, 5.9 Hz, 1H), 7.37 (dd, J=9.4, 2.7 Hz, 1H), 7.34-7.28 (m, 2H), 7.27-7.21 (m, 3H), 7.14 (td, J=8.2, 2.7 Hz, 1H), 4.04-3.95 (m, 1H), 2.98-2.82 (m, 2H), 2.93 (s, 2H), 2.79-2.66 (m, 3H), 2.54-2.37 (m, 3H), 2.16-2.08 (m, 2H), 1.97-1.80 (m, 2H); LCMS: 454 [M+H].